This data is from the Open Reaction Database (ORD), a public repository of structured organic reaction records. The task is: describe an organic reaction: reactants, conditions, products, and yield Reactants: COc1ccc2c(c1)c(C(=O)O)c(C(C)C)n2Cc1ccccc1, CCOC(C)=O, [Cl-], ClCCl, NN, CN(C)C=O. The product is COc1ccc2c(c1)c(C(=O)NN)c(C(C)C)n2Cc1ccccc1. As a reaction SMILES: [CH2:1]([c:2]1[cH:3][cH:4][cH:5][cH:6][cH:7]1)[n:8]1[c:9]([CH:22]([CH3:23])[CH3:24])[c:10]([C:19](=[O:20])[OH:21])[c:11]2[cH:12][c:13]([O:17][CH3:18])[cH:14][cH:15][c:16]12.[CH3:36][CH2:37][O:38][C:39]([CH3:40])=[O:41].[Cl-:25].[Cl:33][CH2:34][Cl:35].[NH2:31][NH2:32].[O:26]=[CH:27][N:28]([CH3:29])[CH3:30]>>[CH2:1]([c:2]1[cH:3][cH:4][cH:5][cH:6][cH:7]1)[n:8]1[c:9]([CH:22]([CH3:23])[CH3:24])[c:10]([C:19](=[O:20])[NH:31][NH2:32])[c:11]2[cH:12][c:13]([O:17][CH3:18])[cH:14][cH:15][c:16]12.